Dataset: the Open Reaction Database (ORD), a public repository of structured organic reaction records. Task: describe an organic reaction: reactants, conditions, products, and yield Reactants: O=C([O-])[O-], C#CCBr, CC(C)=O, [K+], [K+], O=C1NNC(c2ccccc2)=[SH]1. Yields the product C#CCN1NC(c2ccccc2)=[SH]C1=O. As a reaction SMILES: [C:13](=[O:14])([O-:15])[O-:16].[CH2:19]([C:20]#[CH:21])[Br:22].[CH3:23][C:24](=[O:25])[CH3:26].[K+:17].[K+:18].[c:1]1([C:7]2=[SH:8][C:9](=[O:12])[NH:10][NH:11]2)[cH:2][cH:3][cH:4][cH:5][cH:6]1>>[c:1]1([C:7]2=[SH:8][C:9](=[O:12])[N:10]([CH2:21][C:20]#[CH:19])[NH:11]2)[cH:2][cH:3][cH:4][cH:5][cH:6]1. The reactants are CC1=CC(=NC=N1)OS(=O)(=O)C1=CC=C(C=C1)C (toluene-4-sulfonic acid 6-methyl-pyrimidin-4-yl ester), C(CCC#C)C1=CC=CC=C1 (pent-4-ynyl-benzene). Run in CCCCCCC.CCOC(=O)C (heptane EtOAc). Product: CC1=NC=NC(=C1)C#CCCCC1=CC=CC=C1 (4-Methyl-6-(5-phenyl-pent-1-ynyl)-pyrimidine). Reaction SMILES: [CH3:1][C:2]1[N:7]=[CH:6][N:5]=[C:4](OS(C2C=CC(C)=CC=2)(=O)=O)[CH:3]=1.[CH2:19]([C:24]1[CH:29]=[CH:28][CH:27]=[CH:26][CH:25]=1)[CH2:20][CH2:21][C:22]#[CH:23]>CCCCCCC.CCOC(C)=O>[CH3:1][C:2]1[CH:3]=[C:4]([C:23]#[C:22][CH2:21][CH2:20][CH2:19][C:24]2[CH:25]=[CH:26][CH:27]=[CH:28][CH:29]=2)[N:5]=[CH:6][N:7]=1 |f:2.3|. Procedure: This product was prepared from toluene-4-sulfonic acid 6-methyl-pyrimidin-4-yl ester and pent-4-ynyl-benzene following the general procedure for the Sonogashira cross-coupling reaction described above. Chromatography eluent: heptane/EtOAc 8:2; yield (36.6 mg, 31%); 1H NMR δ (CDCl3): 9.01 (s, 1H), 7.31-7.25 (m, 2H), 7.22-7.16 (m, 4H), 2.78 (t, J=7.18 Hz, 2H), 2.51 (s, 3H), 2.41 (t, J=7.17 Hz, 2H), 1.93 (p, J=7.22 Hz, 2H); LCMS m/z: 236. Starting materials: C(C)O (ethanol), NC1=C(C(=O)NCCC=2NC=CN2)C=CC=C1 (2-amino-N-[2-(1H-imidazol-2-yl)-ethyl]benzamide), N1C(=CC=C1)C(=O)Cl (pyrrole-2-carboxylic acid chloride), resultant residue. Run in CO (methanol), C(C)(=O)OCC (ethyl acetate). Product: Cl.N1C(=NC=C1)CCNC(C1=C(C=CC=C1)NC(=O)C=1NC=CC1)=O (N-[2-(1H-Imidazol-2-yl)ethyl]-2-[[(1H-pyrrol-2-yl)-carbonyl]amino]benzamide monohydrochloride). Isolated yield 70.9%. Reaction SMILES: [NH2:1][C:2]1[CH:17]=[CH:16][CH:15]=[CH:14][C:3]=1[C:4]([NH:6][CH2:7][CH2:8][C:9]1[NH:10][CH:11]=[CH:12][N:13]=1)=[O:5].[NH:18]1[CH:22]=[CH:21][CH:20]=[C:19]1[C:23]([Cl:25])=[O:24].C(O)C>CO.C(OCC)(=O)C>[ClH:25].[NH:13]1[CH:12]=[CH:11][N:10]=[C:9]1[CH2:8][CH2:7][NH:6][C:4](=[O:5])[C:3]1[CH:14]=[CH:15][CH:16]=[CH:17][C:2]=1[NH:1][C:23]([C:19]1[NH:18][CH:22]=[CH:21][CH:20]=1)=[O:24] |f:5.6|. Procedure details: The titled compound was prepared substantially in accordance with the method detailed in Example 11 using 1.50 g (0.00651 mol) of 2-amino-N-[2-(1H-imidazol-2-yl)-ethyl]benzamide, prepared as in Example 6A, and 1.36 g (0.0105 mol) of pyrrole-2-carboxylic acid chloride with the exception that after reducing the initial reaction solution to dryness the resultant residue was dissolved in methanol. The resulting solution was refluxed for approximately an hour and then reduced to dryness under reduced... Reactants: CC(C)CC(=O)Cl, CCOC(C)=O, CCCCCC, COc1ccnc(C(=O)c2[nH]c3cc(Cl)ccc3c2N)c1. The product is COc1ccnc(C(=O)c2[nH]c3cc(Cl)ccc3c2NC(=O)CC(C)C)c1. RXN SMILES: [C:22]([CH2:23][CH:24]([CH3:25])[CH3:26])(=[O:27])[Cl:28].[C:35]([O:36][CH2:37][CH3:38])(=[O:39])[CH3:40].[CH3:29][CH2:30][CH2:31][CH2:32][CH2:33][CH3:34].[NH2:1][c:2]1[c:3]([C:12](=[O:13])[c:14]2[n:15][cH:16][cH:17][c:18]([O:20][CH3:21])[cH:19]2)[nH:4][c:5]2[cH:6][c:7]([Cl:11])[cH:8][cH:9][c:10]12>>[NH:1]([c:2]1[c:3]([C:12](=[O:13])[c:14]2[n:15][cH:16][cH:17][c:18]([O:20][CH3:21])[cH:19]2)[nH:4][c:5]2[cH:6][c:7]([Cl:11])[cH:8][cH:9][c:10]12)[C:22]([CH2:23][CH:24]([CH3:25])[CH3:26])=[O:27].